Dataset: the Open Reaction Database (ORD), a public repository of structured organic reaction records. Task: describe an organic reaction: reactants, conditions, products, and yield Reactants: N1=CC=CC=C1 (pyridine), BrN1C(CCC1=O)=O (N-bromosuccinimide), C1(=CC=CC=C1)P(C1=CC=CC=C1)C1=CC=CC=C1 (triphenylphosphine), OCCC[C@H](NC(=O)OCC[Si](C)(C)C)C(=O)OC(C)(C)C (tert-butyl 5-hydroxy-N-{[2-(trimethylsilyl)ethoxy]carbonyl}-L-norvalinate). The solvent is C(Cl)Cl (DCM), C(Cl)Cl (DCM), C(Cl)Cl (DCM). Reaction conditions: time 24 hour. The product is BrCCC[C@H](NC(=O)OCC[Si](C)(C)C)C(=O)OC(C)(C)C (tert-Butyl 5-bromo-N-{[2-(trimethylsilyl)ethoxy]carbonyl}-L-norvalinate), 5. RXN SMILES: [Br:1]N1C(=O)CCC1=O.C1(P(C2C=CC=CC=2)C2C=CC=CC=2)C=CC=CC=1.N1C=CC=CC=1.O[CH2:35][CH2:36][CH2:37][C@@H:38]([C:49]([O:51][C:52]([CH3:55])([CH3:54])[CH3:53])=[O:50])[NH:39][C:40]([O:42][CH2:43][CH2:44][Si:45]([CH3:48])([CH3:47])[CH3:46])=[O:41]>C(Cl)Cl>[Br:1][CH2:35][CH2:36][CH2:37][C@@H:38]([C:49]([O:51][C:52]([CH3:55])([CH3:54])[CH3:53])=[O:50])[NH:39][C:40]([O:42][CH2:43][CH2:44][Si:45]([CH3:48])([CH3:47])[CH3:46])=[O:41]. Procedure details: A solution of N-bromosuccinimide (2.129 g, 11.96 mmol) in DCM (10 ml) was treated with triphenylphosphine (2.93 g, 11.17 mmol) in DCM (10 ml), followed by pyridine (0.387 ml, 4.79 mmol) and tert-butyl 5-hydroxy-N-{[2-(trimethylsilyl)ethoxy]carbonyl}-L-norvalinate (1.33 g, 3.99 mmol) in DCM (5 ml). The resulting black mixture was stirred at room temp for 24 h. The mixture was pre-absorbed onto SiO2 and purified by chromatography (silica gel, 0-5-10-20% Et2O/isohexane) to afford tert-Butyl 5-bromo... The reactants are Cn1ccnc1, CO, CCOC(=O)C(=NOCc1ccc(Cl)cc1Cl)c1csc(N)n1, [Na+], C1CCOC1, [OH-]. Product: Nc1nc(C(=NOCc2ccc(Cl)cc2Cl)C(=O)O)cs1. RXN SMILES: [CH3:1][n:2]1[cH:3][cH:4][n:5][cH:6]1.[CH3:30][OH:31].[NH2:7][c:8]1[s:9][cH:10][c:11]([C:13]([C:14](=[O:15])[O:16][CH2:17][CH3:18])=[N:19][O:20][CH2:21][c:22]2[c:23]([Cl:29])[cH:24][c:25]([Cl:28])[cH:26][cH:27]2)[n:12]1.[Na+:38].[O:32]1[CH2:33][CH2:34][CH2:35][CH2:36]1.[OH-:37]>>[NH2:7][c:8]1[s:9][cH:10][c:11]([C:13]([C:14](=[O:15])[OH:16])=[N:19][O:20][CH2:21][c:22]2[c:23]([Cl:29])[cH:24][c:25]([Cl:28])[cH:26][cH:27]2)[n:12]1. Starting materials: N1C(=CC(=C1)C(=O)OCC)C(=O)OCC (diethyl 1H-pyrrole-2,4-dicarboxylate), BrCCBr (1,2-dibromoethane), C(=O)([O-])[O-].[K+].[K+] (K2CO3). The solvent is CC#N (MeCN). The product is BrCCN1C(=CC(=C1)C(=O)OCC)C(=O)OCC (diethyl 1-(2-bromoethyl)-1H-pyrrole-2,4-dicarboxylate). The yield is 76.0%. Reaction SMILES: [NH:1]1[CH:5]=[C:4]([C:6]([O:8][CH2:9][CH3:10])=[O:7])[CH:3]=[C:2]1[C:11]([O:13][CH2:14][CH3:15])=[O:12].[Br:16][CH2:17][CH2:18]Br.C([O-])([O-])=O.[K+].[K+]>CC#N>[Br:16][CH2:17][CH2:18][N:1]1[CH:5]=[C:4]([C:6]([O:8][CH2:9][CH3:10])=[O:7])[CH:3]=[C:2]1[C:11]([O:13][CH2:14][CH3:15])=[O:12] |f:2.3.4|. Procedure: To a stirred solution of diethyl 1H-pyrrole-2,4-dicarboxylate (0.7 g, 3.31 mmol), and 1,2-dibromoethane (2.8 mL, 32.5 mmol) in MeCN (30 mL) was added K2CO3 (0.55 g, 39.7 mmol). This reaction mixture was refluxed overnight then filtered. The filtrate was collected and concentrated to give diethyl 1-(2-bromoethyl)-1H-pyrrole-2,4-dicarboxylate (0.8 g, 76%). 1H NMR (CDCl3, 300 MHz) δ7.42 (d, J=1.8 Hz, 1 H), 7.33 (d, J=1.8 Hz, 1 H), 4.60 (t, J=6.0 Hz, 2 H), 4.22 (q, J=7.2 Hz, 4 H), 3.62 (t, J=6.4 Hz,... RXN SMILES: [F:1][C:2]1[C:10]([F:11])=[C:9]([NH:12][C:13]2[CH:18]=[CH:17][C:16]([I:19])=[CH:15][C:14]=2[CH3:20])[C:5]([C:6]([OH:8])=[O:7])=[CH:4][C:3]=1[C:21]([NH:23][CH3:24])=[O:22].[F:25][C:26]1[C:31](OC(=O)C(F)(F)F)=[C:30]([F:39])[C:29]([F:40])=[C:28]([F:41])[C:27]=1[F:42].N1C=CC=CC=1>CN(C)C=O.C(OCC)(=O)C>[F:25][C:26]1[C:31]([O:7][C:6](=[O:8])[C:5]2[C:9]([NH:12][C:13]3[CH:18]=[CH:17][C:16]([I:19])=[CH:15][C:14]=3[CH3:20])=[C:10]([F:11])[C:2]([F:1])=[C:3]([C:21]([NH:23][CH3:24])=[O:22])[CH:4]=2)=[C:30]([F:39])[C:29]([F:40])=[C:28]([F:41])[C:27]=1[F:42]. Procedure: To a suspension of 4,5-difluoro-6-(-4-iodo-2-methyl-phenylamino)-N-methyl-isophthalamic acid (0.13 g, 0.29 mmol) in N,N-dimethylformamide (5 mL) is added trifluoroacetic acid pentafluorophenyl ester (0.055 mL, 0.32 mmol) and pyridine (0.03 mL, 0.32 mmol). After stirring for 17 hours the reaction mixture is diluted with ethyl acetate and transferred to a separatory funnel, washed twice with 1.0 M HCl, twice with 5% aqueous NaHCO3 solution, 2 times with water and once with saturated brine solution... Reactants: FC1=C(C(=C(C(=C1OC(C(F)(F)F)=O)F)F)F)F (trifluoroacetic acid pentafluorophenyl ester), N1=CC=CC=C1 (pyridine), FC1=C(C=C(C(=O)O)C(=C1F)NC1=C(C=C(C=C1)I)C)C(=O)NC (4,5-difluoro-6-(-4-iodo-2-methyl-phenylamino)-N-methyl-isophthalamic acid). The yield is 45.1%. Run at time 17 hour. The product is FC1=C(C(=C(C(=C1OC(C1=CC(C(=O)NC)=C(C(=C1NC1=C(C=C(C=C1)I)C)F)F)=O)F)F)F)F (4,5-difluoro-6-(4-iodo-2-methyl-phenylamino)-N-methyl-isophthalamic acid pentafluorophenyl ester). Run in C(C)(=O)OCC (ethyl acetate), CN(C=O)C (N,N-dimethylformamide). Reactants: C(C1=CC=CC=C1)OC=1C=C(C=CC1)C(=O)C1(CCC1)C1=CC=C(C=C1)Cl ((3-Benzyloxy-phenyl)-[1-(4-chloro-phenyl)-cyclobutyl]-methanone). The reagents and catalysts are [Pd] (Pd/C). Run in C(C)(=O)OCC (ethyl acetate). Run at time 4 hour. The product is ClC1=CC=C(C=C1)C1(CCC1)C(=O)C1=CC(=CC=C1)O ([1-(4-Chloro-phenyl)-cyclobutyl]-(3-hydroxy-phenyl)-methanone). RXN SMILES: C([O:8][C:9]1[CH:10]=[C:11]([C:15]([C:17]2([C:21]3[CH:26]=[CH:25][C:24]([Cl:27])=[CH:23][CH:22]=3)[CH2:20][CH2:19][CH2:18]2)=[O:16])[CH:12]=[CH:13][CH:14]=1)C1C=CC=CC=1>C(OCC)(=O)C.[Pd]>[Cl:27][C:24]1[CH:25]=[CH:26][C:21]([C:17]2([C:15]([C:11]3[CH:12]=[CH:13][CH:14]=[C:9]([OH:8])[CH:10]=3)=[O:16])[CH2:20][CH2:19][CH2:18]2)=[CH:22][CH:23]=1. Reported procedure: (3-Benzyloxy-phenyl)-[1-(4-chloro-phenyl)-cyclobutyl]-methanone (780 mg, 2 mmol) was dissolved in ethyl acetate, containing Pd/C (80 mg, 10% on C). Hydrogenation was performed at room temperature during 4 hours. Reaction was filtered through celite and the solvent evaporated. The product (548 mg) was used in the next step without further purification.